Task: describe an organic reaction: reactants, conditions, products, and yield. Dataset: the Open Reaction Database (ORD), a public repository of structured organic reaction records Starting materials: C[Si](C)(C)[N-][Si](C)(C)C, COC(=O)Cc1ccc(C#N)c(F)c1, CI, [Cl-], [Li+], [NH4+], C1CCOC1. Yields the product COC(=O)C(C)c1ccc(C#N)c(F)c1. RXN SMILES: [CH3:15][Si:16]([N-:17][Si:18]([CH3:19])([CH3:20])[CH3:21])([CH3:22])[CH3:23].[CH3:1][O:2][C:3]([CH2:4][c:5]1[cH:6][c:7]([F:13])[c:8]([C:11]#[N:12])[cH:9][cH:10]1)=[O:14].[CH3:25][I:26].[Cl-:27].[Li+:24].[NH4+:28].[O:29]1[CH2:30][CH2:31][CH2:32][CH2:33]1>>[CH3:1][O:2][C:3]([CH:4]([c:5]1[cH:6][c:7]([F:13])[c:8]([C:11]#[N:12])[cH:9][cH:10]1)[CH3:15])=[O:14]. The reactants are C(O)([O-])=O.[Na+] (sodium hydrogen carbonate), OC1=C(C(N(C2=NC=CC=C12)C1=CC=CC=C1)=O)C(CC1CCOCC1)=O (4-hydroxy-1-phenyl-3-(tetrahydro-2H-pyran-4-ylacetyl)-1,8-naphthyridin-2(1H)-one), O.NN (hydrazine monohydrate). The solvent is CN(C)C=O (DMF). Conditions: temperature 120 celsius, time 2 hour. The product is C1(=CC=CC=C1)N1C(C2=C(C=3C=CC=NC13)NN=C2CC2CCOCC2)=O (5-phenyl-3-(tetrahydro-2H-pyran-4-ylmethyl)-1H-pyrazolo[4,3-c][1,8]naphthyridin-4(5H)-one), crystal. The yield is 55.0%. As a reaction SMILES: O[C:2]1[C:11]2[C:6](=[N:7][CH:8]=[CH:9][CH:10]=2)[N:5]([C:12]2[CH:17]=[CH:16][CH:15]=[CH:14][CH:13]=2)[C:4](=[O:18])[C:3]=1[C:19](=O)[CH2:20][CH:21]1[CH2:26][CH2:25][O:24][CH2:23][CH2:22]1.O.[NH2:29][NH2:30].C(=O)([O-])O.[Na+]>CN(C=O)C>[C:12]1([N:5]2[C:6]3[N:7]=[CH:8][CH:9]=[CH:10][C:11]=3[C:2]3[NH:29][N:30]=[C:19]([CH2:20][CH:21]4[CH2:22][CH2:23][O:24][CH2:25][CH2:26]4)[C:3]=3[C:4]2=[O:18])[CH:13]=[CH:14][CH:15]=[CH:16][CH:17]=1 |f:1.2,3.4|. Reported procedure: To a suspension of 4-hydroxy-1-phenyl-3-(tetrahydro-2H-pyran-4-ylacetyl)-1,8-naphthyridin-2(1H)-one (120 mg, 0.33 mmol) produced in Synthesis Example 40 in DMF (2 mL) was added hydrazine monohydrate (purity of 80%, 53 μL), and the mixture was stirred at 110to 120° C. for 2 hours. To the reaction solution was added a sodium hydrogen carbonate aqueous solution. The resulting precipitate was separated by filtration, washed with water, and dried to give 5-phenyl-3-(tetrahydro-2H-pyran-4-ylmethyl)-1H... The reactants are C(C)(C)Br (Isopropyl bromide), OC1=C(C=C2C(=NC=NC2=C1)NC1=CC(=CC=C1)C)OC (7-hydroxy-6-methoxy-4-(3'-methylanilino)quinazoline), C([O-])([O-])=O.[K+].[K+] (potassium carbonate). The solvent is CC(=O)N(C)C (DMA). Conditions: time 30 minute. Product: C(C)(C)OC1=C(C=C2C(=NC=NC2=C1)NC1=CC(=CC=C1)C)OC (7-isopropoxy-6-methoxy-4-(3'-methylanilino)quinazoline). The yield is 86.7%. Reaction SMILES: [CH:1](Br)([CH3:3])[CH3:2].[OH:5][C:6]1[CH:15]=[C:14]2[C:9]([C:10]([NH:16][C:17]3[CH:22]=[CH:21][CH:20]=[C:19]([CH3:23])[CH:18]=3)=[N:11][CH:12]=[N:13]2)=[CH:8][C:7]=1[O:24][CH3:25].C(=O)([O-])[O-].[K+].[K+]>CC(N(C)C)=O>[CH:1]([O:5][C:6]1[CH:15]=[C:14]2[C:9]([C:10]([NH:16][C:17]3[CH:22]=[CH:21][CH:20]=[C:19]([CH3:23])[CH:18]=3)=[N:11][CH:12]=[N:13]2)=[CH:8][C:7]=1[O:24][CH3:25])([CH3:3])[CH3:2] |f:2.3.4|. Reported procedure: Isopropyl bromide (0.246 g) was added to a stirred mixture of 7-hydroxy-6-methoxy-4-(3'-methylanilino)quinazoline (0.281 g), potassium carbonate (0.414 g) and DMA (3 ml). The mixture was stirred at ambient temperature for 30 minutes and then heated to 70° C. for 1 hour. The mixture was partitioned between ethyl acetate and water. The organic phase was dried (MgSO4) and evaporated to give 7-isopropoxy-6-methoxy-4-(3'-methylanilino)quinazoline (0.28 g), m.p. 218°-221° C. The reactants are FC(C(=O)O)(F)F (trifluoroacetic acid), C(=O)(OC(C)(C)C)N1C2=CC=C(C=C2C=2C=C3C(=C(C12)O)N(C=1C=CC(=CC13)F)C(=O)OC(C)(C)C)F (5,7-diBOC-2,10-difluoro-6-hydroxyindolo[2,3-b]carbazole), Cl.CN(CCCl)C (2-(dimethylamino)ethyl chloride hydrochloride), C(=O)([O-])[O-].[K+].[K+] (K2CO3). Run in CC(=O)C (acetone). The product is FC=1C=C2C=3C=C4C(=C(C3NC2=CC1)OCCN(C)C)NC=1C=CC(=CC14)F (2-(2,10-difluoro-5,7-dihydroindolo[2,3-b]carbazol-6-yloxy)-N,N-dimethylethanamine). Yield: 64.5%. As a reaction SMILES: C([N:8]1[C:20]2[C:19]([OH:21])=[C:18]3[N:22](C(OC(C)(C)C)=O)[C:23]4[CH:24]=[CH:25][C:26]([F:29])=[CH:27][C:28]=4[C:17]3=[CH:16][C:15]=2[C:14]2[C:9]1=[CH:10][CH:11]=[C:12]([F:37])[CH:13]=2)(OC(C)(C)C)=O.Cl.[CH3:39][N:40]([CH3:44])[CH2:41][CH2:42]Cl.C([O-])([O-])=O.[K+].[K+].FC(F)(F)C(O)=O>CC(C)=O>[F:29][C:26]1[CH:27]=[C:28]2[C:23](=[CH:24][CH:25]=1)[NH:22][C:18]1[C:19]([O:21][CH2:42][CH2:41][N:40]([CH3:44])[CH3:39])=[C:20]3[NH:8][C:9]4[CH:10]=[CH:11][C:12]([F:37])=[CH:13][C:14]=4[C:15]3=[CH:16][C:17]2=1 |f:1.2,3.4.5|. Procedure details: A mixture of 5,7-diBOC-2,10-difluoro-6-hydroxyindolo[2,3-b]carbazole (406.8 mg, 0.8 mmol), 2-(dimethylamino)ethyl chloride hydrochloride (126.8 mg, 0.88 mmol) and K2CO3 (10 equivalents) in 4A-molecular-sieve-dried acetone (40 mL) was magnetically stirred and heated to reflux under Ar. After the reaction was complete, it was cooled to room temperature. The inorganic salt was removed by filtration and washed with a small quantity of acetone. The combined acetone solution was concentrated on a rota... Starting materials: [BH4-], CC(C)=O, CCO, COc1cc(OC)c(C2CCN(C)CC2=O)c(OC)c1, [Na+], O. The product is COc1cc(OC)c(C2CCN(C)CC2O)c(OC)c1. Reaction SMILES: [BH4-:1].[CH3:23][C:24](=[O:25])[CH3:26].[CH3:27][CH2:28][OH:29].[CH3:3][N:4]1[CH2:5][C:6](=[O:22])[CH:7]([c:10]2[c:11]([O:20][CH3:21])[cH:12][c:13]([O:18][CH3:19])[cH:14][c:15]2[O:16][CH3:17])[CH2:8][CH2:9]1.[Na+:2].[OH2:30]>>[CH3:3][N:4]1[CH2:5][CH:6]([OH:22])[CH:7]([c:10]2[c:11]([O:20][CH3:21])[cH:12][c:13]([O:18][CH3:19])[cH:14][c:15]2[O:16][CH3:17])[CH2:8][CH2:9]1. Starting materials: suspension, C(C1=CC=CC=C1)(=O)O (benzoic acid), CC#CCN1C2=C(N=C1N3CCC[C@H](C3)N)N(C(=O)N(C2=O)CC=4N=C(C=5C=CC=CC5N4)C)C (Linagliptin). Run in C(C)(C)O (isopropanol), C(C)(C)O (isopropanol). Run at temperature 25 celsius, time 7.5 hour. Yields the product CC#CCN1C2=C(N=C1N3CCC[C@H](C3)N)N(C(=O)N(C2=O)CC=4N=C(C=5C=CC=CC5N4)C)C.C(C1=CC=CC=C1)(=O)[O-] (Linagliptin benzoate). RXN SMILES: [CH3:1][C:2]#[C:3][CH2:4][N:5]1[C:9]([N:10]2[CH2:15][C@H:14]([NH2:16])[CH2:13][CH2:12][CH2:11]2)=[N:8][C:7]2[N:17]([CH3:35])[C:18]([N:20]([CH2:23][C:24]3[N:25]=[C:26]([CH3:34])[C:27]4[CH:28]=[CH:29][CH:30]=[CH:31][C:32]=4[N:33]=3)[C:21](=[O:22])[C:6]1=2)=[O:19].[C:36]([OH:44])(=[O:43])[C:37]1[CH:42]=[CH:41][CH:40]=[CH:39][CH:38]=1>C(O)(C)C>[CH3:1][C:2]#[C:3][CH2:4][N:5]1[C:9]([N:10]2[CH2:15][C@H:14]([NH2:16])[CH2:13][CH2:12][CH2:11]2)=[N:8][C:7]2[N:17]([CH3:35])[C:18]([N:20]([CH2:23][C:24]3[N:25]=[C:26]([CH3:34])[C:27]4[CH:28]=[CH:29][CH:30]=[CH:31][C:32]=4[N:33]=3)[C:21](=[O:22])[C:6]1=2)=[O:19].[C:36]([O-:44])(=[O:43])[C:37]1[CH:42]=[CH:41][CH:40]=[CH:39][CH:38]=1 |f:3.4|. Procedure: A mixture of 2.50 g Linagliptin free base in 20 ml isopropanol was heated to reflux. To the hot suspension 646 mg benzoic acid dissolved in 5 ml isopropanol were added. The mixture was allowed to cool to about 25° C. and further stirred at the same temperature for about 7.5 hours. The solid was isolated by filtration and dried at 40° C. for about 13 hours to obtain 2.94 g crystalline Linagliptin benzoate of WO2010/072776 A1, which was confirmed to be Linagliptin benzoate form I by XRPD. Reactants: OCCNCCO, O=C(O)c1ccc2n1Cc1ccccc1N(C(=O)c1ccc(-c3cccc4ccccc34)cc1)C2. The product is O=C(c1ccc2n1Cc1ccccc1N(C(=O)c1ccc(-c3cccc4ccccc34)cc1)C2)N(CCO)CCO. As a reaction SMILES: [OH:36][CH2:37][CH2:38][NH:39][CH2:40][CH2:41][OH:42].[c:1]1(-[c:11]2[cH:12][cH:13][c:14]([C:15](=[O:16])[N:17]3[CH2:18][c:19]4[n:20]([c:28]([C:31](=[O:32])[OH:33])[cH:29][cH:30]4)[CH2:21][c:22]4[c:23]3[cH:24][cH:25][cH:26][cH:27]4)[cH:34][cH:35]2)[cH:2][cH:3][cH:4][c:5]2[cH:6][cH:7][cH:8][cH:9][c:10]12>>[c:1]1(-[c:11]2[cH:12][cH:13][c:14]([C:15](=[O:16])[N:17]3[CH2:18][c:19]4[n:20]([c:28]([C:31](=[O:32])[N:39]([CH2:38][CH2:37][OH:36])[CH2:40][CH2:41][OH:42])[cH:29][cH:30]4)[CH2:21][c:22]4[c:23]3[cH:24][cH:25][cH:26][cH:27]4)[cH:34][cH:35]2)[cH:2][cH:3][cH:4][c:5]2[cH:6][cH:7][cH:8][cH:9][c:10]12. Run in C(Cl)(Cl)Cl (CHCl3), CC(=O)O (HOAc), C(Cl)(Cl)Cl (CHCl3). Procedure details: To a solution of 3.4 g of [5-[(2,2-dichlorocyclopropylmethyl)thio]-1H-benzimidazol-2-yl]carbamic acid, methyl ester in 50 ml of CHCl3 and 50 ml of HOAc at -20° C there is added 2.1 g m-chloroperbenzoic acid in 20 ml of CHCl3. The mixture is allowed to reach room temperature and then is stirred for 4 hours. CHCl3 is removed in vacuo and the solution is neutralized with NaOH. The resulting oil solid is filtered and crystallized from glyme-ethyl ether to give the title compound. As a reaction SMILES: [Cl:1][C:2]1([Cl:21])[CH2:4][CH:3]1[CH2:5][S:6][C:7]1[CH:20]=[CH:19][C:10]2[NH:11][C:12]([NH:14][C:15](=[O:18])[O:16][CH3:17])=[N:13][C:9]=2[CH:8]=1.ClC1C=CC=C(C(OO)=[O:30])C=1>C(Cl)(Cl)Cl.CC(O)=O>[Cl:21][C:2]1([Cl:1])[CH2:4][CH:3]1[CH2:5][S:6]([C:7]1[CH:20]=[CH:19][C:10]2[NH:11][C:12]([NH:14][C:15](=[O:18])[O:16][CH3:17])=[N:13][C:9]=2[CH:8]=1)=[O:30]. Reactants: ClC1(C(C1)CSC1=CC2=C(NC(=N2)NC(OC)=O)C=C1)Cl ([5-[(2,2-dichlorocyclopropylmethyl)thio]-1H-benzimidazol-2-yl]carbamic acid, methyl ester), ClC1=CC(=CC=C1)C(=O)OO (m-chloroperbenzoic acid). Yields the product ClC1(C(C1)CS(=O)C1=CC2=C(NC(=N2)NC(OC)=O)C=C1)Cl ([5-[(2,2-Dichlorocyclopropylmethyl)sulfinyl]-1H-benzimidazol-2-yl]carbamic acid, methyl ester). Run at time 4 hour. Reactants: ClC=1SC2=C(N1)C=CC=C2 (2-chlorobenzo[d]thiazole), O1CCC(CC1)C=1C(=NC=NC1)OC1=CC=C(N)C=C1 (4-(5-(tetrahydro-2H-pyran-4-yl)pyrimidin-4-yloxy)aniline). Solvent: C(C)(C)O (isopropanol). The product is O1CCC(CC1)C=1C(=NC=NC1)OC1=CC=C(C=C1)NC=1SC2=C(N1)C=CC=C2 (N-(4-(5-(tetrahydro-2H-pyran-4-yl)pyrimidin-4-yloxy)phenyl)benzo[d]thiazol-2-amine). RXN SMILES: Cl[C:2]1[S:3][C:4]2[CH:10]=[CH:9][CH:8]=[CH:7][C:5]=2[N:6]=1.[O:11]1[CH2:16][CH2:15][CH:14]([C:17]2[C:18]([O:23][C:24]3[CH:30]=[CH:29][C:27]([NH2:28])=[CH:26][CH:25]=3)=[N:19][CH:20]=[N:21][CH:22]=2)[CH2:13][CH2:12]1>C(O)(C)C>[O:11]1[CH2:12][CH2:13][CH:14]([C:17]2[C:18]([O:23][C:24]3[CH:30]=[CH:29][C:27]([NH:28][C:2]4[S:3][C:4]5[CH:10]=[CH:9][CH:8]=[CH:7][C:5]=5[N:6]=4)=[CH:26][CH:25]=3)=[N:19][CH:20]=[N:21][CH:22]=2)[CH2:15][CH2:16]1. Reported procedure: To a microwave vial was added 2-chlorobenzo[d]thiazole (68.5 μL, 0.553 mmol) and 4-(5-(tetrahydro-2H-pyran-4-yl)pyrimidin-4-yloxy)aniline (150 mg, 0.553 mmol) with isopropanol (1.1 mL). The reaction was irradiated at 120° C. for 3 h with microwave irradiation. The crude reaction was concentrated under reduced pressure. Preparative HPLC afforded the target compound as a salt. The material was washed with sat. aq. sodium bicarbonate and extracted with dichloromethane before concentrating the combi...